Dataset: the Open Reaction Database (ORD), a public repository of structured organic reaction records. Task: describe an organic reaction: reactants, conditions, products, and yield The reactants are O=C([O-])[O-], CCS(=O)(=O)c1ccc(S(=O)(=O)CC)nc1, [K+], [K+], [Na+], [OH-], Oc1cc(Cl)c(Cl)cc1Cl, O=S1(=O)CCCC1. Yields the product CCS(=O)(=O)c1ccc(Oc2cc(Cl)c(Cl)cc2Cl)nc1. RXN SMILES: [C:27](=[O:28])([O-:29])[O-:30].[CH2:1]([S:2](=[O:3])(=[O:4])[c:6]1[n:7][cH:8][c:9]([S:12](=[O:13])(=[O:14])[CH2:15][CH3:16])[cH:10][cH:11]1)[CH3:5].[K+:31].[K+:32].[Na+:34].[OH-:33].[OH:17][c:18]1[cH:19][c:20]([Cl:21])[c:22]([Cl:23])[cH:24][c:25]1[Cl:26].[S:35]1(=[O:40])(=[O:41])[CH2:36][CH2:37][CH2:38][CH2:39]1>>[c:6]1([O:17][c:18]2[cH:19][c:20]([Cl:21])[c:22]([Cl:23])[cH:24][c:25]2[Cl:26])[n:7][cH:8][c:9]([S:12](=[O:13])(=[O:14])[CH2:15][CH3:16])[cH:10][cH:11]1. Starting materials: COC=1C=C(C=C(C1OC)[N+](=O)[O-])[C@@H]1SC[C@H](S1)C1=CC(=C(C(=C1)OC)OC)OC (Trans-2-(3,4-dimethoxy-5-nitrophenyl)-4-(3,4,5-trimethoxyphenyl)-1,3-dithiolane), [Cl-].[Ca+2].[Cl-] (calcium chloride). Reagents/catalysts: [Zn] (zinc). The solvent is O (H2O), C(C)O (ethanol). Product: NC=1C(=C(C=C(C1)[C@@H]1SC[C@H](S1)C1=CC(=C(C(=C1)OC)OC)OC)OC)OC (trans-2-(5-amino-3,4-dimethoxyphenyl)-4-(3,4,5-trimethoxy-phenyl)-1,3-dithiolane). Reaction SMILES: [CH3:1][O:2][C:3]1[CH:4]=[C:5]([C@H:14]2[S:18][C@H:17]([C:19]3[CH:24]=[C:23]([O:25][CH3:26])[C:22]([O:27][CH3:28])=[C:21]([O:29][CH3:30])[CH:20]=3)[CH2:16][S:15]2)[CH:6]=[C:7]([N+:11]([O-])=O)[C:8]=1[O:9][CH3:10].[Cl-].[Ca+2].[Cl-]>C(O)C.O.[Zn]>[NH2:11][C:7]1[C:8]([O:9][CH3:10])=[C:3]([O:2][CH3:1])[CH:4]=[C:5]([C@H:14]2[S:18][C@H:17]([C:19]3[CH:24]=[C:23]([O:25][CH3:26])[C:22]([O:27][CH3:28])=[C:21]([O:29][CH3:30])[CH:20]=3)[CH2:16][S:15]2)[CH:6]=1 |f:1.2.3|. Reported procedure: Trans-2-(3,4-dimethoxy-5-nitrophenyl)-4-(3,4,5-trimethoxyphenyl)-1,3-dithiolane (2) (FIG. 20) (3.10 g, 6.84 mmole) was predissolved in 33 ml absolute ethanol. To this solution was added calcium chloride (0.721 g, 6.50 mmole) predissolved in 7 ml H2O followed by freshly activated zinc dust (10.0 g,195 mmole). The reaction was refluxed for 12 hours. The solid was removed by vacuum filtration through celite and was washed with ethyl acetate. The filtrate was washed with H2O, dried over MgSO4, and e... The reactants are CCOC(=O)c1cc2cc(OCc3ccccc3)ccc2n1CCCNC(=O)OC(C)(C)C, ClCCl, O=C(O)C(F)(F)F. The product is CCOC(=O)c1cc2cc(OCc3ccccc3)ccc2n1CCCN. Reaction SMILES: [CH2:1]([CH3:2])[O:3][C:4](=[O:5])[c:6]1[n:7]([CH2:23][CH2:24][CH2:25][NH:26][C:27]([O:28][C:29]([CH3:30])([CH3:31])[CH3:32])=[O:33])[c:8]2[cH:9][cH:10][c:11]([O:15][CH2:16][c:17]3[cH:18][cH:19][cH:20][cH:21][cH:22]3)[cH:12][c:13]2[cH:14]1.[Cl:41][CH2:42][Cl:43].[OH:34][C:35]([C:36]([F:37])([F:38])[F:39])=[O:40]>>[CH2:1]([CH3:2])[O:3][C:4](=[O:5])[c:6]1[n:7]([CH2:23][CH2:24][CH2:25][NH2:26])[c:8]2[cH:9][cH:10][c:11]([O:15][CH2:16][c:17]3[cH:18][cH:19][cH:20][cH:21][cH:22]3)[cH:12][c:13]2[cH:14]1. Reactants: [O-]C#N.[K+] (Potassium cyanate), [O-]C#N (cyanate), ClC=1C=NC=2CCCC3(NC(NC3=O)=O)C2C1 (3-Chlorospiro-[5,6,7,8-tetrahydroquinolin-5,4'-imidazolidine]-2',5'-dione), [OH-].[Na+] (sodium hydroxide), Cl (HCl), Cl (HCl), [O-]C#N.[K+] (potassium cyanate). Solvent: O (water). Reaction conditions: temperature 20 celsius, time 4 hour. Product: ClC=1C=NC=2CCCC(C2C1)(C(=O)O)NC(=O)N (3-chloro-5-ureido-5,6,7,8-tetrahydroquinoline-5-carboxylic acid). Yield: 67.3%. RXN SMILES: [Cl:1][C:2]1[CH:3]=[N:4][C:5]2[CH2:6][CH2:7][CH2:8][C:9]3([C:16]=2[CH:17]=1)[C:13](=[O:14])[NH:12][C:11](=[O:15])[NH:10]3.[OH-].[Na+].Cl.[O-:21]C#N.[K+].[O-]C#N>O>[Cl:1][C:2]1[CH:3]=[N:4][C:5]2[CH2:6][CH2:7][CH2:8][C:9]([NH:10][C:11]([NH2:12])=[O:15])([C:13]([OH:21])=[O:14])[C:16]=2[CH:17]=1 |f:1.2,4.5|. Procedure details: 3-Chlorospiro-[5,6,7,8-tetrahydroquinolin-5,4'-imidazolidine]-2',5'-dione (133.2 grams, 0.53 mol) and sodium hydroxide (70 grams, 1.75 mol) in water (500 ml) was refluxed for 48 hours. The reaction was cooled to 20° C. and the pH adjusted to about 7 by the addition of HCl (first conc. HCl, then 3N as neutrality is reached). Potassium cyanate (8.59 grams, 1.06 mol) was added carefully in portions over 30 minutes and the reaction stirred at room temperature for 4 hours, then at 60° C. overnight. A... Reactants: NC1=C(OC2=C1C=C(C=C2)Cl)C(C2=C(C=CC(=C2)OC)O)=O (3-amino-5-chloro-2-(2-hydroxy-5-methoxybenzoyl)-benzofuran), C([O-])([O-])=O.[K+].[K+] (potassium carbonate), C(C=C)Br (allyl bromide). Solvent: CC(=O)C (acetone). Run at temperature 55 celsius, time 48 hour. Product: NC1=C(OC2=C1C=C(C=C2)Cl)C(C2=C(C=CC(=C2)OC)OCC=C)=O (3-Amino-5-chloro-2-(2-allyloxy-5-methoxybenzoyl)-benzofuran). As a reaction SMILES: [NH2:1][C:2]1[C:6]2[CH:7]=[C:8]([Cl:11])[CH:9]=[CH:10][C:5]=2[O:4][C:3]=1[C:12](=[O:22])[C:13]1[CH:18]=[C:17]([O:19][CH3:20])[CH:16]=[CH:15][C:14]=1[OH:21].C(=O)([O-])[O-].[K+].[K+].[CH2:29](Br)[CH:30]=[CH2:31]>CC(C)=O>[NH2:1][C:2]1[C:6]2[CH:7]=[C:8]([Cl:11])[CH:9]=[CH:10][C:5]=2[O:4][C:3]=1[C:12](=[O:22])[C:13]1[CH:18]=[C:17]([O:19][CH3:20])[CH:16]=[CH:15][C:14]=1[O:21][CH2:31][CH:30]=[CH2:29] |f:1.2.3|. Reported procedure: A suspension of 3-amino-5-chloro-2-(2-hydroxy-5-methoxybenzoyl)-benzofuran (0.06 g, 0.19 mmol), potassium carbonate (0.08 g, 0.6 mmol) and allyl bromide (0.1 g, 0.8 mmol) in dry acetone (3 ml) is stirred 55° C. for 48 h. The solids are filtered off and the solution is concentrated under reduced pressure. Purification of the residue by silicagel column chromatography yields the title compound of m.p. 115-116° C.